From a dataset of the Open Reaction Database (ORD), a public repository of structured organic reaction records. describe an organic reaction: reactants, conditions, products, and yield Starting materials: CS(=O)(=O)O[C@@H]1COC[C@H]1NS(=O)(=O)C(C)C (trans-4-[(isopropylsulfonyl)amino]tetrahydrofuran-3-yl methanesulfonate), C([O-])(O)=O.[Na+] (sodium bicarbonate), BrC1=CC=C(C=C1)O (4-bromophenol), C([O-])([O-])=O.[Cs+].[Cs+] (cesium carbonate). Run in C(C)#N (acetonitrile). Product: BrC1=CC=C(O[C@H]2[C@@H](COC2)NS(=O)(=O)C(C)C)C=C1 (trans-N-[4-(4-bromophenoxy)tetrahydrofuran-3-yl]propane-2-sulfonamide). Reaction SMILES: CS([O:5][C@H:6]1[C@H:10]([NH:11][S:12]([CH:15]([CH3:17])[CH3:16])(=[O:14])=[O:13])[CH2:9][O:8][CH2:7]1)(=O)=O.[Br:18][C:19]1[CH:24]=[CH:23][C:22](O)=[CH:21][CH:20]=1.C(=O)([O-])[O-].[Cs+].[Cs+].C(=O)(O)[O-].[Na+]>C(#N)C>[Br:18][C:19]1[CH:24]=[CH:23][C:22]([O:5][C@@H:6]2[CH2:7][O:8][CH2:9][C@H:10]2[NH:11][S:12]([CH:15]([CH3:17])[CH3:16])(=[O:14])=[O:13])=[CH:21][CH:20]=1 |f:2.3.4,5.6|. Procedure: In a microwave vial, a solution of trans-4-[(isopropylsulfonyl)amino]tetrahydrofuran-3-yl methanesulfonate (546 mg, 1.90 mmol) in acetonitrile (8 mL) was combined with 4-bromophenol (97%, 407 mg, 2.28 mmol) and cesium carbonate (929 mg, 2.85 mmol). The reaction was irradiated in a microwave reactor at 160° C. for 2 hours, then cooled to room temperature and treated with saturated aqueous sodium bicarbonate solution (10 mL). The reaction was extracted with ethyl acetate and the combined organic l... Reactants: BrCCC=C1c2ccccc2CCc2ccccc21, O=C([O-])[O-], CN(C)C=O, [K+], [K+], CCOC(=O)CCCC1CCNCC1, O, c1ccccc1. The product is CCOC(=O)CCCC1CCN(CCC=C2c3ccccc3CCc3ccccc32)CC1. RXN SMILES: [Br:1][CH2:2][CH2:3][CH:4]=[C:5]1[c:6]2[c:7]([cH:16][cH:17][cH:18][cH:19]2)[CH2:8][CH2:9][c:10]2[c:11]1[cH:12][cH:13][cH:14][cH:15]2.[C:34](=[O:35])([O-:36])[O-:37].[CH3:40][N:41]([CH3:42])[CH:43]=[O:44].[K+:38].[K+:39].[NH:20]1[CH2:21][CH2:22][CH:23]([CH2:26][CH2:27][CH2:28][C:29](=[O:30])[O:31][CH2:32][CH3:33])[CH2:24][CH2:25]1.[OH2:45].[cH:46]1[cH:47][cH:48][cH:49][cH:50][cH:51]1>>[CH2:2]([CH2:3][CH:4]=[C:5]1[c:6]2[c:7]([cH:16][cH:17][cH:18][cH:19]2)[CH2:8][CH2:9][c:10]2[c:11]1[cH:12][cH:13][cH:14][cH:15]2)[N:20]1[CH2:21][CH2:22][CH:23]([CH2:26][CH2:27][CH2:28][C:29](=[O:30])[O:31][CH2:32][CH3:33])[CH2:24][CH2:25]1. Reactants: O.C(C=O)(=O)OCC1=CC=C(C=C1)[N+](=O)[O-] (p-Nitrobenzyl glyoxylate monohydrate), CSC1CC(N1)=O (4-methylthio-2-azetidinone), O (water). The solvent is C1=CC=CC=C1 (benzene). Yields the product OC(C(=O)OCC1=CC=C(C=C1)[N+](=O)[O-])N1C(CC1SC)=O (p-Nitrobenzyl 2-hydroxy-2-(4-methylthio-2-azetidinon-1-yl)acetate). Yield: 106.3%. RXN SMILES: O.[C:2]([O:6][CH2:7][C:8]1[CH:13]=[CH:12][C:11]([N+:14]([O-:16])=[O:15])=[CH:10][CH:9]=1)(=[O:5])[CH:3]=[O:4].[CH3:17][S:18][CH:19]1[NH:22][C:21](=[O:23])[CH2:20]1.O>C1C=CC=CC=1>[OH:4][CH:3]([N:22]1[CH:19]([S:18][CH3:17])[CH2:20][C:21]1=[O:23])[C:2]([O:6][CH2:7][C:8]1[CH:13]=[CH:12][C:11]([N+:14]([O-:16])=[O:15])=[CH:10][CH:9]=1)=[O:5] |f:0.1|. Procedure: p-Nitrobenzyl glyoxylate monohydrate (1.11 g, 4.87 mmoles) was added to a solution of 4-methylthio-2-azetidinone (570 mg, 4.87 mmoles) in benzene (30 ml) and the resulting solution was heated, whilst the water produced was removed by azeotropic distillation. After the water had been distilled off completely, the mixture was concentrated and heated at a bath temperature of 100°-110° C. for 12 hours. The solvent was then distilled off under reduced pressure to give 1.69 g of the desired compound a... Starting materials: CCOCC, Clc1cccc(N2CCNCC2)c1Cl, CC(Cl)Cl, O=CCCCOc1ccc2c(n1)NC(=O)CO2. The product is O=C1COc2ccc(OCCCCN3CCN(c4cccc(Cl)c4Cl)CC3)nc2N1. As a reaction SMILES: [CH3:32][CH2:33][O:34][CH2:35][CH3:36].[Cl:18][c:19]1[c:20]([N:26]2[CH2:27][CH2:28][NH:29][CH2:30][CH2:31]2)[cH:21][cH:22][cH:23][c:24]1[Cl:25].[Cl:37][CH:38]([Cl:39])[CH3:40].[O:1]=[C:2]1[NH:3][c:4]2[c:5]([cH:8][cH:9][c:10]([O:12][CH2:13][CH2:14][CH2:15][CH:16]=[O:17])[n:11]2)[O:6][CH2:7]1>>[O:1]=[C:2]1[NH:3][c:4]2[c:5]([cH:8][cH:9][c:10]([O:12][CH2:13][CH2:14][CH2:15][CH2:16][N:29]3[CH2:28][CH2:27][N:26]([c:20]4[c:19]([Cl:18])[c:24]([Cl:25])[cH:23][cH:22][cH:21]4)[CH2:31][CH2:30]3)[n:11]2)[O:6][CH2:7]1. The reactants are ClC1=C(C(=O)OC)C=CN=C1 (methyl 3-chloroisonicotinate), [Li]CCCC (BuLi), C(C)(C)NC(C)C (diisopropylamine), C(C)#N (Acetonitrile). Solvent: C1CCOC1 (THF), C1CCOC1 (THF), CCCCCC (hexane). Reaction conditions: temperature 0 celsius, time 15 minute. Yields the product ClC=1C=NC=CC1C(CC#N)=O (3-(3-chloropyridin-4-yl)-3-oxopropanenitrile). Yield: 80.0%. As a reaction SMILES: [Li]CCCC.[CH:6]([NH:9]C(C)C)(C)[CH3:7].C(#N)C.[Cl:16][C:17]1[CH:26]=[N:25][CH:24]=[CH:23][C:18]=1[C:19]([O:21]C)=O>C1COCC1.CCCCCC>[Cl:16][C:17]1[CH:26]=[N:25][CH:24]=[CH:23][C:18]=1[C:19](=[O:21])[CH2:7][C:6]#[N:9]. Procedure: A 2.5 M hexane solution of BuLi (16.79 mL, 42.0 mmol) was added dropwise to a solution of diisopropylamine (6.23 mL, 43.7 mmol) in THF (150 mL) at −78° C. The mixture was stirred at 0° C. for 15 min and cooled to −78° C. Acetonitrile (2.192 mL, 42.0 mmol) was added dropwise. The solution gradually turned to milky white. After 1 h at −78° C., methyl 3-chloroisonicotinate (3.00 g, 17.48 mmol) in THF (10 mL) was added dropwise. The flask was rinsed with THF (2 mL) and added. After 1 h at −78° C., t...